From a dataset of the Open Reaction Database (ORD), a public repository of structured organic reaction records. describe an organic reaction: reactants, conditions, products, and yield The product is C#CC(=O)OCc1ccccc1. RXN SMILES: [Br:6][CH2:7][c:8]1[cH:9][cH:10][cH:11][cH:12][cH:13]1.[C:14](=[O:15])([O-:16])[O-:17].[C:1]([C:2]#[CH:3])(=[O:4])[OH:5].[Cs+:18].[Cs+:19].[O:20]=[CH:21][N:22]([CH3:23])[CH3:24]>>[C:1]([C:2]#[CH:3])(=[O:4])[O:5][CH2:7][c:8]1[cH:9][cH:10][cH:11][cH:12][cH:13]1. Starting materials: BrCc1ccccc1, O=C([O-])[O-], C#CC(=O)O, [Cs+], [Cs+], CN(C)C=O. Reactants: OCC1CCNCC1 (4-(hydroxymethyl)piperidine), BrC=1N=C(C(=NC1)N(S(=O)(=O)C1=C(C(=CC=C1)Cl)Cl)COCC[Si](C)(C)C)OC (N-(5-bromo-3-methoxy-2-pyrazinyl)-2,3-dichloro-N-[{2-(trimethylsilanyl)ethoxy}methyl]benzenesulphonamide). The product is ClC1=C(C=CC=C1Cl)S(=O)(=O)NC1=NC=C(N=C1OC)N1CCC(CC1)CO (2,3-Dichloro-N-[5-(4-hydroxymethyl-1-piperidinyl)-3-methoxy-2-pyrazinyl]benzenesulphonamide). RXN SMILES: [OH:1][CH2:2][CH:3]1[CH2:8][CH2:7][NH:6][CH2:5][CH2:4]1.Br[C:10]1[N:11]=[C:12]([O:36][CH3:37])[C:13]([N:16](COCC[Si](C)(C)C)[S:17]([C:20]2[CH:25]=[CH:24][CH:23]=[C:22]([Cl:26])[C:21]=2[Cl:27])(=[O:19])=[O:18])=[N:14][CH:15]=1>>[Cl:27][C:21]1[C:22]([Cl:26])=[CH:23][CH:24]=[CH:25][C:20]=1[S:17]([NH:16][C:13]1[C:12]([O:36][CH3:37])=[N:11][C:10]([N:6]2[CH2:7][CH2:8][CH:3]([CH2:2][OH:1])[CH2:4][CH2:5]2)=[CH:15][N:14]=1)(=[O:19])=[O:18]. Reported procedure: Prepared by the method of Example 55 using 4-(hydroxymethyl)piperidine (0.4 g) and N-(5-bromo-3-methoxy-2-pyrazinyl)-2,3-dichloro-N-[{2-(trimethylsilanyl)ethoxy}methyl]benzenesulphonamide (0.3 g). Yield 0.012 g. Starting materials: COC(=O)c1nc2c(N3CCN(C)C3=O)cc(N3CCOCC3)cn2c(=O)c1OCc1ccccc1, N, O. The product is CN1CCN(c2cc(N3CCOCC3)cn3c(=O)c(OCc4ccccc4)c(C(N)=O)nc23)C1=O. As a reaction SMILES: [CH3:1][O:2][C:3](=[O:4])[c:5]1[n:6][c:7]2[n:8]([c:9](=[O:19])[c:10]1[O:11][CH2:12][c:13]1[cH:14][cH:15][cH:16][cH:17][cH:18]1)[cH:20][c:21]([N:31]1[CH2:32][CH2:33][O:34][CH2:35][CH2:36]1)[cH:22][c:23]2[N:24]1[C:25](=[O:30])[N:26]([CH3:29])[CH2:27][CH2:28]1.[NH3:38].[OH2:37]>>[O:2]=[C:3]([c:5]1[n:6][c:7]2[n:8]([c:9](=[O:19])[c:10]1[O:11][CH2:12][c:13]1[cH:14][cH:15][cH:16][cH:17][cH:18]1)[cH:20][c:21]([N:31]1[CH2:32][CH2:33][O:34][CH2:35][CH2:36]1)[cH:22][c:23]2[N:24]1[C:25](=[O:30])[N:26]([CH3:29])[CH2:27][CH2:28]1)[NH2:38]. The reactants are C1(C=2C(C(=O)O1)=CC=CC2)=O (Phthalic anhydride), C(C=1C(C(=O)OCC(C)C)=CC=CC1)(=O)OCC(C)C (diisobutyl phthalate), [Ti](Cl)(Cl)(Cl)Cl (titanium tetrachloride), [Cl-].[Mg+2].[Cl-] (magnesium chloride), CCCCCCCCCC (decane), C(C)C(CO)CCCC (2-ethylhexyl alcohol), C1(C=2C(C(=O)O1)=CC=CC2)=O (phthalic anhydride). The solvent is CCCCCC (hexane). Reaction conditions: temperature 130 celsius, time 1 hour. Product: ( A ), [Ti] (titanium), ClCl (chlorine), [Mg] (magnesium), C(C=1C(C(=O)OCC(C)C)=CC=CC1)(=O)OCC(C)C (diisobutyl phthalate). Reaction SMILES: [Cl-:1].[Mg+2:2].[Cl-:3].CCCCCCCCCC.C(C(CCCC)CO)C.C1(=O)OC(=O)C2=CC=CC=C12.[Ti:34](Cl)(Cl)(Cl)Cl.[C:39]([O:54][CH2:55][CH:56]([CH3:58])[CH3:57])(=[O:53])[C:40]1[C:41](=[CH:49][CH:50]=[CH:51][CH:52]=1)[C:42]([O:44][CH2:45][CH:46]([CH3:48])[CH3:47])=[O:43]>CCCCCC>[Ti:34].[Cl:1][Cl:3].[Mg:2].[C:42]([O:44][CH2:45][CH:46]([CH3:48])[CH3:47])(=[O:43])[C:41]1[C:40](=[CH:52][CH:51]=[CH:50][CH:49]=1)[C:39]([O:54][CH2:55][CH:56]([CH3:58])[CH3:57])=[O:53] |f:0.1.2|. Reported procedure: Anhydrous magnesium chloride (4.76 g; 50 millimoles), 25 ml of decane and 23.4 ml (150 mmoles) of 2-ethylhexyl alcohol were heated at 130° C. for 2 hours to form a uniform solution. Phthalic anhydride (1.11 g; 7.5 mmoles) was added to the solution, and the mixture was further stirred at 130° C. for 1 hour to dissolve phthalic anhydride in the aforesaid uniform solution. The uniform solution so obtained was cooled to room temperature, and added dropwise over the course of 1 hour to 200 ml (1.8 mo... Starting materials: C[Si]1(OC2=C(C(O1)=O)C=CC(=C2)C)C (2,2,7trimethyl-4H-1,3,2-benzodioxasilin-4-one), COC=1C=C(C=CC1OC)CCC1=CC=C(C=C1)N (4[2-(3,4-dimethoxyphenyl)ethyl]benzenamine). Yields the product COC=1C=C(C=CC1OC)CCC1=CC=C(C=C1)NC(C1=C(C=C(C=C1)C)O)=O (N-[4-[2-(3,4-Dimethoxyphenyl)ethyl]phenyl]-2-hydroxy-4-methylbenzamide). The yield is 48.5%. RXN SMILES: C[Si]1(C)O[C:6](=[O:8])[C:5]2[CH:9]=[CH:10][C:11]([CH3:13])=[CH:12][C:4]=2[O:3]1.[CH3:15][O:16][C:17]1[CH:18]=[C:19]([CH2:25][CH2:26][C:27]2[CH:32]=[CH:31][C:30]([NH2:33])=[CH:29][CH:28]=2)[CH:20]=[CH:21][C:22]=1[O:23][CH3:24]>>[CH3:15][O:16][C:17]1[CH:18]=[C:19]([CH2:25][CH2:26][C:27]2[CH:28]=[CH:29][C:30]([NH:33][C:6](=[O:8])[C:5]3[CH:9]=[CH:10][C:11]([CH3:13])=[CH:12][C:4]=3[OH:3])=[CH:31][CH:32]=2)[CH:20]=[CH:21][C:22]=1[O:23][CH3:24]. Procedure: The preparation is as described for Example 45 using 2,2,7trimethyl-4H-1,3,2-benzodioxasilin-4-one (2.0 g, 10 mmol) and 4[2-(3,4-dimethoxyphenyl)ethyl]benzenamine (2.5 g, 10 mmol). Recrystallization from methanol/DMF gives the pure product (1.9 g) mp 162°-164° C. Starting materials: O=S1(CC(CN(C2=C1C=C(C=C2)O)C2=CC=CC=C2)(CC)CCCC)=O (1,1-Dioxo-3-butyl-3-ethyl-5-phenyl-8-hydroxy-2,3,4,5-tetrahydro-1,5-benzothiazepin), BrCC(=O)OCC (ethyl bromoacetate), C([O-])([O-])=O.[Na+].[Na+] (sodium carbonate). The reagents and catalysts are [Br-].C(CCC)[N+](CCCC)(CCCC)CCCC (tetrabutylammonium bromide). Run in CC#N (MeCN). Yields the product O=S1(CC(CN(C2=C1C=C(C=C2)OCC(=O)OCC)C2=CC=CC=C2)(CC)CCCC)=O (1,1-Dioxo-3-butyl-3-ethyl-5-phenyl-8-ethoxycarbonylmethoxy-2,3,4,5-tetrahydro-1,5-benzothiazepine). Yield: 97.6%. As a reaction SMILES: [O:1]=[S:2]1(=[O:26])[C:8]2[CH:9]=[C:10]([OH:13])[CH:11]=[CH:12][C:7]=2[N:6]([C:14]2[CH:19]=[CH:18][CH:17]=[CH:16][CH:15]=2)[CH2:5][C:4]([CH2:22][CH2:23][CH2:24][CH3:25])([CH2:20][CH3:21])[CH2:3]1.Br[CH2:28][C:29]([O:31][CH2:32][CH3:33])=[O:30].C(=O)([O-])[O-].[Na+].[Na+]>[Br-].C([N+](CCCC)(CCCC)CCCC)CCC.CC#N>[O:26]=[S:2]1(=[O:1])[C:8]2[CH:9]=[C:10]([O:13][CH2:28][C:29]([O:31][CH2:32][CH3:33])=[O:30])[CH:11]=[CH:12][C:7]=2[N:6]([C:14]2[CH:19]=[CH:18][CH:17]=[CH:16][CH:15]=2)[CH2:5][C:4]([CH2:22][CH2:23][CH2:24][CH3:25])([CH2:20][CH3:21])[CH2:3]1 |f:2.3.4,5.6|. Procedure details: 1,1-Dioxo-3-butyl-3-ethyl-5-phenyl-8-hydroxy-2,3,4,5-tetrahydro-1,5-benzothiazepin (WO9616051; 0.40 g, 1.07 mmol), ethyl bromoacetate (0.23 g, 1.38 mmol), sodium carbonate (0.50 g, 4.7 mmol) and tetrabutylammonium bromide (30 mg, 0.093 mmol) were added to MeCN (10 ml). The mixture was refluxed for 18 hours and then evaporated under reduced pressure. The residue was extracted with DCM/water. The DCM layer was separated and evaporated under reduced pressure. The residue was purified by column chro... Reactants: COC=1C=C(CO)C=CC1[N+](=O)[O-] (3-methoxy-4-nitrobenzyl alcohol), [H][H] (hydrogen), CC1=C(C=CC=C1)N=C=O (2-methylphenyl isocyanate). The reagents and catalysts are [Pd] (palladium/carbon). Run in C(C)(C)(C)OC (methyl tert-butyl ether). Reaction conditions: time 8 hour. Product: CC1=C(C=CC=C1)NC(NC1=C(C=C(CO)C=C1)OC)=O (4-(3-(2-Methylphenyl)ureido)-3-methoxybenzyl Alcohol). As a reaction SMILES: [CH3:1][O:2][C:3]1[CH:4]=[C:5]([CH:8]=[CH:9][C:10]=1[N+:11]([O-])=O)[CH2:6][OH:7].[H][H].[CH3:16][C:17]1[CH:22]=[CH:21][CH:20]=[CH:19][C:18]=1[N:23]=[C:24]=[O:25]>C(OC)(C)(C)C.[Pd]>[CH3:16][C:17]1[CH:22]=[CH:21][CH:20]=[CH:19][C:18]=1[NH:23][C:24](=[O:25])[NH:11][C:10]1[CH:9]=[CH:8][C:5]([CH2:6][OH:7])=[CH:4][C:3]=1[O:2][CH3:1]. Procedure details: 15 g (81.8 mmol) of 3-methoxy-4-nitrobenzyl alcohol were hydrogenated in 500 mL of methyl tert-butyl ether over 1.3 g of palladium/carbon (10%; 50% water) while cooling in ice. After hydrogen uptake had ceased, the catalyst was filtered off, and 10.14 mL (81.8 mmol) of 2-methylphenyl isocyanate were added to the stirred filtrate over the course of 30 minutes. The reaction mixture was left to stand overnight, and the precipitated solid was filtered off with suction and washed with methyl tert-but... The reactants are BrC1=CC=C(C=C1)[N+](=O)[O-] (1-bromo4-nitrobenzene), BrC1=CC=C(C=C1)C (1-bromo-4-methylbenzene). The product is [N+](=O)([O-])C1=CC=C(C=C1)C1=CC=C(C=C1)C (4-Nitro-4′-methylbiphenyl). Reaction SMILES: Br[C:2]1[CH:7]=[CH:6][C:5]([N+:8]([O-:10])=[O:9])=[CH:4][CH:3]=1.Br[C:12]1[CH:17]=[CH:16][C:15]([CH3:18])=[CH:14][CH:13]=1>>[N+:8]([C:5]1[CH:6]=[CH:7][C:2]([C:12]2[CH:17]=[CH:16][C:15]([CH3:18])=[CH:14][CH:13]=2)=[CH:3][CH:4]=1)([O-:10])=[O:9]. Procedure: The title compound was prepared by Suzuki coupling of 1-bromo4-nitrobenzene and 1-bromo-4-methylbenzene. Starting materials: [I-].[Na+] (sodium iodide), Cl (HCl), C(#C)C=1C=C(C=CC1)C1=CC2=C(NC(OC2(C)C)=O)C=C1 (6-(3-ethynyl-phenyl)-4,4-dimethyl-1,4-dihydro-benzo[d][1,3]oxazin-2-one), Cl[Si](C)(C)C (Chlorotrimethylsilane), C(C)#N (acetonitrile). Run in O (water), CS(=O)C (DMSO). Reaction conditions: temperature 50 celsius. The product is CC1(C2=C(N(C(O1)=O)C=1C=C(C=CC1)C#CC#N)C=CC=C2)C (3-[3-(4,4-Dimethyl-2-oxo-1,4dihydro-2H-benzo[d][1,3]oxazin-yl)-phenyl]-propynenitrile). Isolated yield 4.6%. Reaction SMILES: [I-].[Na+].C(C1C=C([C:11]2[CH:23]=[CH:22][C:14]3[NH:15][C:16](=[O:21])[O:17][C:18]([CH3:20])([CH3:19])[C:13]=3[CH:12]=2)C=CC=1)#C.Cl[Si](C)(C)C.Cl.[C:30](#[N:32])[CH3:31]>O.CS(C)=O>[CH3:20][C:18]1([CH3:19])[O:17][C:16](=[O:21])[N:15]([C:11]2[CH:12]=[C:13]([C:18]#[C:31][C:30]#[N:32])[CH:14]=[CH:22][CH:23]=2)[C:14]2[CH:22]=[CH:23][CH:11]=[CH:12][C:13]1=2 |f:0.1|. Procedure details: To a stirred mixture of DMSO, acetonitrile and water (9 mL/3 mL/0.5 mL) was added at rt under nitrogen cuprous cyanide (0.193 g, 2.2 mmol), sodium iodide (11 mg, 0.072 mmol), and 6-(3-ethynyl-phenyl)-4,4-dimethyl-1,4-dihydro-benzo[d][1,3]oxazin-2-one (0.2 g, 0.72 mmol). Chlorotrimethylsilane was then added to the above mixture in a dropwise manner. After addition, the mixture was heated at 50° C. for 72 hours. The reaction mixture was then cooled to rt and treated with 0.5 N aqueous HCl cold sol... Conditions: time 40 minute. As a reaction SMILES: [C:1]([O:4][CH2:5][CH2:6][C:7]1[CH:8]=[C:9]([S:21](Cl)(=[O:23])=[O:22])[C:10]2[C:15]([C:16]=1[Br:17])=[CH:14][CH:13]=[CH:12][C:11]=2[N+:18]([O-:20])=[O:19])(=[O:3])[CH3:2].[NH3:25].O1CCOCC1>>[C:1]([O:4][CH2:5][CH2:6][C:7]1[CH:8]=[C:9]([S:21]([NH2:25])(=[O:23])=[O:22])[C:10]2[C:15]([C:16]=1[Br:17])=[CH:14][CH:13]=[CH:12][C:11]=2[N+:18]([O-:20])=[O:19])(=[O:3])[CH3:2]. Reported procedure: Solid 3-(2-acetoxy-ethyl)-4-bromo-8-nitro-naphthalene-1-sulfonyl chloride (5.00 g, 11.45 mmol) was added at room temperature to 0.5M ammonia in dioxane (92 mL, 46 mmol). After stirring at room temperature for 40 minutes, the mixture was evaporated under vacuum to a residue which was mixed with water (100 mL), sonicated, and filtered. The collected pale-yellow solid was washed with water (2×20 mL) and vacuum dried to afford the title compound (4.75 g). The product is C(C)(=O)OCCC=1C=C(C2=C(C=CC=C2C1Br)[N+](=O)[O-])S(=O)(=O)N (3-(2-Acetoxy-ethyl)-4-bromo-8-nitro-naphthalene-1-sulfonamide). The reactants are C(C)(=O)OCCC=1C=C(C2=C(C=CC=C2C1Br)[N+](=O)[O-])S(=O)(=O)Cl (3-(2-acetoxy-ethyl)-4-bromo-8-nitro-naphthalene-1-sulfonyl chloride), N (ammonia), O1CCOCC1 (dioxane).